Dataset: the Open Reaction Database (ORD), a public repository of structured organic reaction records. Task: describe an organic reaction: reactants, conditions, products, and yield The reactants are O=C([O-])O, CN(C)C=O, [Cl-], ClCc1ccccc1, Nc1cccc(Cl)c1C(=O)O, Cl, [K+], [Na+]. Product: Nc1cccc(Cl)c1C(=O)OCc1ccccc1. Reaction SMILES: [C:21](=[O:22])([OH:23])[O-:24].[CH3:28][N:29]([CH3:30])[CH:31]=[O:32].[Cl-:27].[Cl:13][CH2:14][c:15]1[cH:16][cH:17][cH:18][cH:19][cH:20]1.[Cl:2][c:3]1[cH:4][cH:5][cH:6][c:7]([NH2:12])[c:8]1[C:9](=[O:10])[OH:11].[ClH:1].[K+:25].[Na+:26]>>[Cl:2][c:3]1[cH:4][cH:5][cH:6][c:7]([NH2:12])[c:8]1[C:9](=[O:10])[O:11][CH2:14][c:15]1[cH:16][cH:17][cH:18][cH:19][cH:20]1. Starting materials: N#Cc1cnc(NC2CCC(O)CC2)c([N+](=O)[O-])c1, CO, C1COCCO1. Product: N#Cc1cnc(NC2CCC(O)CC2)c(N)c1. As a reaction SMILES: [C:1](#[N:2])[c:3]1[cH:4][c:5]([N+:17]([O-:18])=[O:19])[c:6]([NH:9][CH:10]2[CH2:11][CH2:12][CH:13]([OH:16])[CH2:14][CH2:15]2)[n:7][cH:8]1.[CH3:20][OH:21].[O:22]1[CH2:23][CH2:24][O:25][CH2:26][CH2:27]1>>[C:1](#[N:2])[c:3]1[cH:4][c:5]([NH2:17])[c:6]([NH:9][CH:10]2[CH2:11][CH2:12][CH:13]([OH:16])[CH2:14][CH2:15]2)[n:7][cH:8]1. The reactants are CC1=C(C(=O)OCC)C(C(=CN1C1=CC=CC=C1)C1=CC=C(C=C1)Cl)=O (ethyl 2-methyl-1-phenyl-5-(4'-chlorophenyl)-4-oxonicotinate), [OH-].[Na+] (NaOH). Solvent: CO.O (methanol water). The product is CC1=C(C(=O)[O-])C(C(=CN1C1=CC=CC=C1)C1=CC=C(C=C1)Cl)=O.[Na+] (sodium 2-methyl-1-phenyl-5-(4'-chlorophenyl)-4-oxonicotinate). Reaction SMILES: [CH3:1][C:2]1[N:12]([C:13]2[CH:18]=[CH:17][CH:16]=[CH:15][CH:14]=2)[CH:11]=[C:10]([C:19]2[CH:24]=[CH:23][C:22]([Cl:25])=[CH:21][CH:20]=2)[C:9](=[O:26])[C:3]=1[C:4]([O:6]CC)=[O:5].[OH-].[Na+:28]>CO.O>[CH3:1][C:2]1[N:12]([C:13]2[CH:18]=[CH:17][CH:16]=[CH:15][CH:14]=2)[CH:11]=[C:10]([C:19]2[CH:20]=[CH:21][C:22]([Cl:25])=[CH:23][CH:24]=2)[C:9](=[O:26])[C:3]=1[C:4]([O-:6])=[O:5].[Na+:28] |f:1.2,3.4,5.6|. Procedure details: 35 g. of crude ethyl 2-methyl-1-phenyl-5-(4'-chlorophenyl)-4-oxonicotinate was suspended in 350 g. of 5% NaOH in 1:1 methanol/water and refluxed for 6 hours. The reaction mixture was cooled. This yielded a precipitate of sodium 2-methyl-1-phenyl-5-(4'-chlorophenyl)-4-oxonicotinate which was collected by filtration and resuspended in dilute aqueous HCl to provide 5.3 g. of 2-methyl-1-phenyl-5-(4'-chlorophenyl)-4-oxonicotinic acid, m.p. (acetonitrile)-209°-209° C. The reactants are CCCCC#N, Cl, Nc1ccccc1N1CCOCC1, [Na+], [OH-]. Yields the product CCCCC(=N)Nc1ccccc1N1CCOCC1. Reaction SMILES: [C:15]([CH2:16][CH2:17][CH2:18][CH3:19])#[N:20].[ClH:1].[NH2:2][c:3]1[c:4]([N:9]2[CH2:10][CH2:11][O:12][CH2:13][CH2:14]2)[cH:5][cH:6][cH:7][cH:8]1.[Na+:22].[OH-:21]>>[NH:2]([c:3]1[c:4]([N:9]2[CH2:10][CH2:11][O:12][CH2:13][CH2:14]2)[cH:5][cH:6][cH:7][cH:8]1)[C:15]([CH2:16][CH2:17][CH2:18][CH3:19])=[NH:20]. Reactants: IC1=NC(=CC=C1O)C (2-iodo-6-methyl-pyridin-3-ol), C(=O)([O-])[O-].[K+].[K+] (K2CO3), CI (MeI). Run in CC(=O)C (acetone). Reaction conditions: temperature 45 celsius, time 20 hour. The product is IC1=NC(=CC=C1OC)C (2-iodo-3-methoxy-6-methyl-pyridine). As a reaction SMILES: [I:1][C:2]1[C:7]([OH:8])=[CH:6][CH:5]=[C:4]([CH3:9])[N:3]=1.[C:10]([O-])([O-])=O.[K+].[K+].CI>CC(C)=O>[I:1][C:2]1[C:7]([O:8][CH3:10])=[CH:6][CH:5]=[C:4]([CH3:9])[N:3]=1 |f:1.2.3|. Reported procedure: To 2-iodo-6-methyl-pyridin-3-ol (1.0 g, 4.25 mmol) and K2CO3 (1.18 g, 8.51 mmol) in acetone (20 mL) was added MeI (0.91 g, 6.38 mmol). The reaction was stirred at 45° C. under N2 for 20 h. The reaction was cooled to room temperature and concentrated. The residue was purified by silica gel column chromatography using dichloromethane to afford 1.04 g (98%) of I-95 as light yellow solid. Reactants: O1CCOC12CCN(CC2)C=2C=CC(=C(C(=O)NC=1C(=C(C(=O)OC)C=CC1C)C)C2)C (methyl 3-[[5-(1,4-dioxa-8-azaspiro[4.5]decan-8-yl)-2-methyl-benzoyl]amino]-2,4-dimethyl-benzoate), Cl (HCl). The solvent is C1CCOC1 (THF). Conditions: time 22 hour. Yields the product CC1=C(C(=O)OC)C=CC(=C1NC(C1=C(C=CC(=C1)N1CCC(CC1)=O)C)=O)C (methyl 2,4-dimethyl-3-[[2-methyl-5-(4-oxo-1-piperidyl)benzoyl]amino]benzoate). Yield: 0.0%. Reaction SMILES: O1[C:5]2([CH2:10][CH2:9][N:8]([C:11]3[CH:12]=[CH:13][C:14]([CH3:32])=[C:15]([CH:31]=3)[C:16]([NH:18][C:19]3[C:20]([CH3:30])=[C:21]([CH:26]=[CH:27][C:28]=3[CH3:29])[C:22]([O:24][CH3:25])=[O:23])=[O:17])[CH2:7][CH2:6]2)[O:4]CC1.Cl>C1COCC1>[CH3:30][C:20]1[C:19]([NH:18][C:16](=[O:17])[C:15]2[CH:31]=[C:11]([N:8]3[CH2:7][CH2:6][C:5](=[O:4])[CH2:10][CH2:9]3)[CH:12]=[CH:13][C:14]=2[CH3:32])=[C:28]([CH3:29])[CH:27]=[CH:26][C:21]=1[C:22]([O:24][CH3:25])=[O:23]. Procedure details: To a solution of methyl 3-[[5-(1,4-dioxa-8-azaspiro[4.5]decan-8-yl)-2-methyl-benzoyl]amino]-2,4-dimethyl-benzoate (250 mg, 570.09 moles) in THF (2 ml) is added 4M HCl (1 ml) and stirred at ambient temperature. The mixture is concentrated under reduced pressure and re-dissolved in acetone (5 ml) followed by the addition of 5N HCl (1 ml). After 22 hours at 60° C., the mixture is cooled to ambient temperature and diluted with 2M NaOH to pH 6 and extracted twice with ethyl acetate. The combined orga... The reactants are O=C([O-])[O-], CCOC(C)=O, CO, O=C1CC2CCCC(C1)N2, O=S(=O)(Cl)c1ccc(Cl)cc1, Cl, [Cs+], [Cs+], CN(C)C=O. Yields the product O=C1CC2CCCC(C1)N2S(=O)(=O)c1ccc(Cl)cc1. As a reaction SMILES: [C:12](=[O:13])([O-:14])[O-:15].[CH3:29][CH2:30][O:31][C:32]([CH3:33])=[O:34].[CH3:40][OH:41].[CH:2]12[CH2:3][C:4](=[O:11])[CH2:5][CH:6]([CH2:7][CH2:8][CH2:9]1)[NH:10]2.[Cl:18][c:19]1[cH:20][cH:21][c:22]([S:25](=[O:26])(=[O:27])[Cl:28])[cH:23][cH:24]1.[ClH:1].[Cs+:16].[Cs+:17].[O:35]=[CH:36][N:37]([CH3:38])[CH3:39]>>[CH:2]12[CH2:3][C:4](=[O:11])[CH2:5][CH:6]([CH2:7][CH2:8][CH2:9]1)[N:10]2[S:25]([c:22]1[cH:21][cH:20][c:19]([Cl:18])[cH:24][cH:23]1)(=[O:26])=[O:27]. The reactants are [OH-].[K+] (KOH), NN (hydrazine), OC1=C(C(=CC=2C(=C(OC21)C(C2=CC=C(C=C2)OC)=O)C)C)C (7-hydroxy-2-(4-methoxybenzoyl)-3,5,6-trimethylbenzofuran). The solvent is NH4OAc, C(CO)O (ethylene glycol). Run at temperature 150 celsius. Yields the product OC1=C(C(=CC=2C(=C(OC21)CC2=CC=C(C=C2)OC)C)C)C (7-Hydroxy-2-(4-methoxybenzyl)-3,5,6-trimethylbenzofuran). RXN SMILES: [OH:1][C:2]1[C:10]2[O:9][C:8]([C:11](=O)[C:12]3[CH:17]=[CH:16][C:15]([O:18][CH3:19])=[CH:14][CH:13]=3)=[C:7]([CH3:21])[C:6]=2[CH:5]=[C:4]([CH3:22])[C:3]=1[CH3:23].[OH-].[K+].NN>C(O)CO>[OH:1][C:2]1[C:10]2[O:9][C:8]([CH2:11][C:12]3[CH:17]=[CH:16][C:15]([O:18][CH3:19])=[CH:14][CH:13]=3)=[C:7]([CH3:21])[C:6]=2[CH:5]=[C:4]([CH3:22])[C:3]=1[CH3:23] |f:1.2|. Reported procedure: The crude material from Step 3 was dissolved in ethylene glycol (600 mL) and KOH pellets (125 g) and anhydrous hydrazine (36 mL) were added. The reaction was heated to 150° C. for 2 hr, then cooled to RT (room temperature) and diluted with 10% NH4OAc buffer (1.5 L) and the product was extracted into EtOAc. The crude product was chromatographed on silica gel (5% EtOAc/toluene) to yield the title compound, which was recrystallized in ether/hexane.